Dataset: the Open Reaction Database (ORD), a public repository of structured organic reaction records. Task: describe an organic reaction: reactants, conditions, products, and yield The reactants are ClCC(=O)C1=C(C=C(C=C1)F)F (2-Chloro-2',4'-difluoroacetophenone), C(#N)C1=CC2=C(N=CS2)C=C1 (6-cyanobenzothiazole), C(CCC)[Li] (n-butyllithium). Yields the product FC1=C(C=CC(=C1)F)C(CCl)(O)C=1SC2=C(N1)C=CC(=C2)C#N (1-(2,4-difluorophenyl)-1-(6-cyanobenzothiazol-2-yl)-2-chloroethanol). Reaction SMILES: [Cl:1][CH2:2][C:3]([C:5]1[CH:10]=[CH:9][C:8]([F:11])=[CH:7][C:6]=1[F:12])=[O:4].[C:13]([C:15]1[CH:23]=[CH:22][C:18]2[N:19]=[CH:20][S:21][C:17]=2[CH:16]=1)#[N:14].C([Li])CCC>>[F:12][C:6]1[CH:7]=[C:8]([F:11])[CH:9]=[CH:10][C:5]=1[C:3]([C:20]1[S:21][C:17]2[CH:16]=[C:15]([C:13]#[N:14])[CH:23]=[CH:22][C:18]=2[N:19]=1)([OH:4])[CH2:2][Cl:1]. Procedure details: 2-Chloro-2',4'-difluoroacetophenone is added to 6-cyanobenzothiazole in the presence of n-butyllithium to form 1-(2,4-difluorophenyl)-1-(6-cyanobenzothiazol-2-yl)-2-chloroethanol. The reactants are ClC=1C=C(C(=O)OC)C=CN1 (methyl 2-chloroisonicotinate), CC(=O)C (acetone), C[O-].[Na+] (sodium methoxide). Solvent: C1CCOC1 (THF). The product is ClC=1C=C(CC(CC(C)=O)=O)C=CN1 (1-(2-Chloroisonicotinyl)-1,3-butanedione). Isolated yield 83.0%. Reaction SMILES: [Cl:1][C:2]1[CH:3]=[C:4]([CH:9]=[CH:10][N:11]=1)[C:5](OC)=O.[CH3:12][C:13]([CH3:15])=[O:14].[CH3:16][O-:17].[Na+]>C1COCC1>[Cl:1][C:2]1[CH:3]=[C:4]([CH:9]=[CH:10][N:11]=1)[CH2:5][C:16](=[O:17])[CH2:12][C:13](=[O:14])[CH3:15] |f:2.3|. Procedure details: To solution of methyl 2-chloroisonicotinate (12.0 g, 0.07 mol) and acetone (12.2 g, 0.21 mol) in 100 mL of dry THF at 35 C was added sodium methoxide portionwise. After heating the reaction mixture at reflux for 4 h, the solvent was removed. The residue was dissolved with 500 mL of water, acidified with acetic acid to pH=6 and extracted with ethyl acetate. The organic layer was washed with brine, dried over magnesium sulfate and filtered. The filtrate was concentrated in vacuo to give 11.46 g (8... Starting materials: C1(=CC=CC=C1)C1=CC=CC(=N1)C=O ([6-phenyl]-2-pyridinecarboxaldehyde), C1=C(C=CC2=CC=CC=C12)B(O)O (2-naphthylboronic acid). Product: C1=CC=CC2=CC(=CC=C12)C=1C(=NC=CC1)C=O ([6-naphthyl]-2-pyridinecarboxaldehyde). RXN SMILES: C1([C:7]2[N:12]=[C:11]([CH:13]=[O:14])[CH:10]=[CH:9][CH:8]=2)C=CC=CC=1.[CH:15]1[C:24]2[C:19](=[CH:20][CH:21]=[CH:22][CH:23]=2)[CH:18]=[CH:17][C:16]=1B(O)O>>[CH:20]1[C:19]2[C:24](=[CH:15][C:16]([C:10]3[C:11]([CH:13]=[O:14])=[N:12][CH:7]=[CH:8][CH:9]=3)=[CH:17][CH:18]=2)[CH:23]=[CH:22][CH:21]=1. Reported procedure: Precursor (D) was prepared following the same procedure as that used to prepare precursor (A) except that 206 mg (1.2 mmol) of 2-naphthylboronic acid were used as reagent. 190 mg of precursor (D) were obtained as colourless oil with a yield of 82%. Starting materials: Br, C1CCCCC1, OCCCCCCCCCCCCCCCO. The product is OCCCCCCCCCCCCCCCBr. RXN SMILES: [BrH:1].[CH2:19]1[CH2:20][CH2:21][CH2:22][CH2:23][CH2:24]1.[CH2:2]([CH2:3][CH2:4][CH2:5][CH2:6][CH2:7][CH2:8][CH2:9][CH2:10][CH2:11][CH2:12][CH2:13][CH2:14][CH2:15][CH2:16][OH:17])[OH:18]>>[Br:1][CH2:2][CH2:3][CH2:4][CH2:5][CH2:6][CH2:7][CH2:8][CH2:9][CH2:10][CH2:11][CH2:12][CH2:13][CH2:14][CH2:15][CH2:16][OH:17]. Reactants: CC(C)n1c(C(=O)O)cc2cc(C(=O)N3CCCN(C(=O)OC(C)(C)C)CC3)ccc21, CN(C)C(=O)N1CCNCC1. Product: CC(C)n1c(C(=O)N2CCN(C(=O)N(C)C)CC2)cc2cc(C(=O)N3CCCN(C(=O)OC(C)(C)C)CC3)ccc21. As a reaction SMILES: [C:1]([CH3:2])([CH3:3])([CH3:4])[O:5][C:6](=[O:7])[N:8]1[CH2:9][CH2:10][N:11]([C:15](=[O:16])[c:17]2[cH:18][c:19]3[cH:20][c:21]([C:29](=[O:30])[OH:31])[n:22]([CH:26]([CH3:27])[CH3:28])[c:23]3[cH:24][cH:25]2)[CH2:12][CH2:13][CH2:14]1.[CH3:32][N:33]([C:34](=[O:35])[N:36]1[CH2:37][CH2:38][NH:39][CH2:40][CH2:41]1)[CH3:42]>>[C:1]([CH3:2])([CH3:3])([CH3:4])[O:5][C:6](=[O:7])[N:8]1[CH2:9][CH2:10][N:11]([C:15](=[O:16])[c:17]2[cH:18][c:19]3[cH:20][c:21]([C:29](=[O:31])[N:39]4[CH2:38][CH2:37][N:36]([C:34]([N:33]([CH3:32])[CH3:42])=[O:35])[CH2:41][CH2:40]4)[n:22]([CH:26]([CH3:27])[CH3:28])[c:23]3[cH:24][cH:25]2)[CH2:12][CH2:13][CH2:14]1.